Dataset: the Open Reaction Database (ORD), a public repository of structured organic reaction records. Task: describe an organic reaction: reactants, conditions, products, and yield Reactants: NC=1C=C2C=3CC(CCC3NC2=CC1)N(C)C (6-amino-3-(dimethyl)amino-1,2,3,4-tetrahydro-9H-carbazole), ClC(=O)OCC (ethyl chloroformate). As a reaction SMILES: [NH2:1][C:2]1[CH:3]=[C:4]2[C:12](=[CH:13][CH:14]=1)[NH:11][C:10]1[CH2:9][CH2:8][CH:7]([N:15]([CH3:17])[CH3:16])[CH2:6][C:5]2=1.Cl[C:19]([O:21][CH2:22][CH3:23])=[O:20]>>[CH2:22]([O:21][C:19]([NH:1][C:2]1[CH:3]=[C:4]2[C:12](=[CH:13][CH:14]=1)[NH:11][C:10]1[CH2:9][CH2:8][CH:7]([N:15]([CH3:17])[CH3:16])[CH2:6][C:5]2=1)=[O:20])[CH3:23]. The yield is 52.3%. Product: C(C)OC(=O)NC=1C=C2C=3CC(CCC3NC2=CC1)N(C)C (6-(ethoxycarbonyl)amino-3-(dimethyl)amino-1,2,3,4-tetrahydro-9H-carbazole). Reported procedure: Beginning with 6.0 mg (0.026 mMol) 6-amino-3-(dimethyl)amino-1,2,3,4-tetrahydro-9H-carbazole and 2.96 mg (0.0273 mMol) ethyl chloroformate, 4.1 mg (52%) of the title compound were recovered. Reactants: ClC1=C(C=CC(=C1)C)C (2-chloro-p-xylene), C(C)OC1=CC=C(N)C=C1 (4-ethoxyaniline), CC(C)(C)[O-].[Na+] (NaOt-Bu), O(CCCC)CCCC (Bu2O). Run at temperature 110 celsius. Product: C(C)OC1=CC=C(C=C1)NC1=C(C=CC(=C1)C)C (N-(4-ethoxyphenyl)-2,5-dimethylaniline). Isolated yield 97.4%. As a reaction SMILES: Cl[C:2]1[CH:7]=[C:6]([CH3:8])[CH:5]=[CH:4][C:3]=1[CH3:9].[CH2:10]([O:12][C:13]1[CH:19]=[CH:18][C:16]([NH2:17])=[CH:15][CH:14]=1)[CH3:11].CC([O-])(C)C.[Na+].O(CCCC)CCCC>>[CH2:10]([O:12][C:13]1[CH:19]=[CH:18][C:16]([NH:17][C:2]2[CH:7]=[C:6]([CH3:8])[CH:5]=[CH:4][C:3]=2[CH3:9])=[CH:15][CH:14]=1)[CH3:11] |f:2.3|. Procedure: Following general procedure E, a mixture of 2-chloro-p-xylene (134 μL, 1.0 mmol), 4-ethoxyaniline (154 μL, 1.2 mmol), NaOt-Bu (115 mg, 1.2 mmol), 10 (0.08 mg, 0.01 mol %), 1 (0.05 mg, 0.01 mol %), and Bu2O (1 mL) was heated to 110° C. for 1 h. The crude product was purified via the Biotage SP4 (silica-packed 25+M; 0-30% EtOAc/hexanes) to provide the title compound as a white solid (235 mg, 98%), mp 56-58° C. 1H NMR (300 MHz, CDCl3) δ: 7.10 (m, 3H), 6.95 (m, 3H), 6.72 (d, J=7.5 Hz, 1H), 5.26 (s, ...